describe an organic reaction: reactants, conditions, products, and yield From a dataset of the Open Reaction Database (ORD), a public repository of structured organic reaction records. Reactants: NC1=C(C=CC(=C1N)C)C (2,3-diamino-p-xylene), C(=O)O (formic acid), Cl (HCl), [OH-].[NH4+] (ammonium hydroxide). Run in O (water). Yields the product CC1=CC=C(C=2N=CNC21)C (4,7-dimethylbenzimidazole). RXN SMILES: [NH2:1][C:2]1[C:7]([NH2:8])=[C:6]([CH3:9])[CH:5]=[CH:4][C:3]=1[CH3:10].[CH:11](O)=O.Cl.[OH-].[NH4+]>O>[CH3:9][C:6]1[C:7]2[NH:8][CH:11]=[N:1][C:2]=2[C:3]([CH3:10])=[CH:4][CH:5]=1 |f:3.4|. Procedure details: A mixture of 2,3-diamino-p-xylene (5.1 g), formic acid (88%, 200 mL) and 12N HCl (20 mL) is heated to reflux for 3 hours. The resulting mixture is cooled to room temperature and rotary evaporated. The residue is diluted with water (100 mL), then basified with ammonium hydroxide (28-30%). The suspension is extracted with ethyl acetate (3×100 mL). The combined extracts are dried over MgSO4 and rotary evaporated to afford 4,7-dimethylbenzimidazole as a yellow solid.